From a dataset of the Open Reaction Database (ORD), a public repository of structured organic reaction records. describe an organic reaction: reactants, conditions, products, and yield The reactants are C([O-])(O)=O.[Na+] (sodium bicarbonate), 10.9, NC=1C=C(C=CC1)O (m-aminophenol), [Cl-].O=C1[NH+](CN(C(N1C)=O)C)C (2,4-dioxo-1,2,3,4-tetrahydro-1,3,5-trimethyl-s-triazinium chloride), ( 85 ). The solvent is O (water). Yields the product O=C1N(C(N(C(N1C)=O)C)C1=C(C=C(C=C1)N)O)C (2,4-Dioxo-hexahydro-1,3,5-trimethyl-6-(2-hydroxy-4-aminophenyl)-s-triazine). As a reaction SMILES: [NH2:1][C:2]1[CH:3]=[C:4]([OH:8])[CH:5]=[CH:6][CH:7]=1.[Cl-].[O:10]=[C:11]1[N:16]([CH3:17])[C:15](=[O:18])[N:14]([CH3:19])[CH2:13][NH+:12]1[CH3:20].C(=O)(O)[O-].[Na+]>O>[O:10]=[C:11]1[N:16]([CH3:17])[C:15](=[O:18])[N:14]([CH3:19])[CH:13]([C:5]2[CH:6]=[CH:7][C:2]([NH2:1])=[CH:3][C:4]=2[OH:8])[N:12]1[CH3:20] |f:1.2,3.4|. Procedure: 10.9 (0.1 mol) of m-aminophenol are added to a solution of 19.1 g (0.1 mol) of 2,4-dioxo-1,2,3,4-tetrahydro-1,3,5-trimethyl-s-triazinium chloride in 50 ml of water and the mixture is stirred for some minutes until a clear solution has been produced. 8 g of sodium bicarbonate are then added. 24 g (85) of the same compound as in Example 5 precipitate. Starting materials: CCOC(=O)c1cn2c3c(c(F)c(F)cc3c1=O)OCC21CCC1, [K+], O=[N+]([O-])[O-], O=S(=O)(O)O. Product: CCOC(=O)c1cn2c3c(c(F)c(F)c([N+](=O)[O-])c3c1=O)OCC21CCC1. As a reaction SMILES: [F:1][c:2]1[c:3]([F:24])[c:4]2[c:5]3[n:6]([cH:7][c:8]([C:13](=[O:14])[O:15][CH2:16][CH3:17])[c:9](=[O:12])[c:10]3[cH:11]1)[C:18]1([CH2:19][CH2:20][CH2:21]1)[CH2:22][O:23]2.[K+:29].[N+:25](=[O:26])([O-:27])[O-:28].[S:30](=[O:31])(=[O:32])([OH:33])[OH:34]>>[F:1][c:2]1[c:3]([F:24])[c:4]2[c:5]3[n:6]([cH:7][c:8]([C:13](=[O:14])[O:15][CH2:16][CH3:17])[c:9](=[O:12])[c:10]3[c:11]1[N+:25](=[O:26])[O-:27])[C:18]1([CH2:19][CH2:20][CH2:21]1)[CH2:22][O:23]2. RXN SMILES: [C:35]([CH3:37])([CH3:38])([O:39][OH:36])[CH3:40].[C:41]([OH:42])(=[O:43])[CH:44]([CH:45]([C:46]([OH:47])=[O:48])[OH:49])[OH:50].[C:61]([Cl:62])([Cl:63])([Cl:64])[Cl:65].[CH3:54][c:55]1[cH:56][cH:57][cH:58][cH:59][cH:60]1.[CH3:66][CH:67]([CH3:68])[O-:69].[CH3:71][CH:72]([CH3:73])[O-:74].[CH3:75][CH:76]([CH3:77])[O-:78].[CH3:79][CH:80]([CH3:81])[O-:82].[Cl:51][CH2:52][Cl:53].[Ti+4:70].[c:1]1([C:7]([n:8]2[n:9][c:10](-[c:13]3[cH:14][c:15]([CH:19]=[CH:20][CH2:21][OH:22])[cH:16][cH:17][cH:18]3)[n:11][n:12]2)([c:23]2[cH:24][cH:25][cH:26][cH:27][cH:28]2)[c:29]2[cH:30][cH:31][cH:32][cH:33][cH:34]2)[cH:2][cH:3][cH:4][cH:5][cH:6]1>>[c:1]1([C:7]([n:8]2[n:9][c:10](-[c:13]3[cH:14][c:15]([CH:19]4[CH:20]([CH2:21][OH:22])[O:39]4)[cH:16][cH:17][cH:18]3)[n:11][n:12]2)([c:23]2[cH:24][cH:25][cH:26][cH:27][cH:28]2)[c:29]2[cH:30][cH:31][cH:32][cH:33][cH:34]2)[cH:2][cH:3][cH:4][cH:5][cH:6]1. The product is OCC1OC1c1cccc(-c2nnn(C(c3ccccc3)(c3ccccc3)c3ccccc3)n2)c1. Reactants: CC(C)(C)OO, O=C(O)C(O)C(O)C(=O)O, ClC(Cl)(Cl)Cl, Cc1ccccc1, CC(C)[O-], CC(C)[O-], CC(C)[O-], CC(C)[O-], ClCCl, [Ti+4], OCC=Cc1cccc(-c2nnn(C(c3ccccc3)(c3ccccc3)c3ccccc3)n2)c1. Reactants: C[C@H]1C(O[C@@H](C1)C1[N@](C1)S(=O)(=O)C1=C(C=CC=C1)[N+](=O)[O-])=O ((3R,5S)-3-methyl-5-[(S)-1-(2-nitrobenzenesulfonyl)aziridin-2-yl]dihydrofuran-2-one), CC1(NCC(N(C1)C1=C(C=CC(=C1)F)C)=O)C (5,5-dimethyl-1-(5-fluoro-2-methylphenyl)piperazin-2-one). Run in C1(=CC=CC=C1)C (toluene). The product is CC1(N(CC(N(C1)C1=C(C=CC(=C1)F)C)=O)C[C@@H]([C@H]1OC([C@@H](C1)C)=O)NS(=O)(=O)C1=C(C=CC=C1)[N+](=O)[O-])C (N-{(S)-2-[2,2-Dimethyl-4-(5-fluoro-2-methylphenyl)-5-oxopiperazin-1-yl]-1-[(2S,4R)-4-methyl-5-oxotetrahydrofuran-2-yl]ethyl}-2-nitrobenzenesulfonamide). Isolated yield 95.4%. RXN SMILES: [CH3:1][C@@H:2]1[CH2:6][C@@H:5]([CH:7]2[CH2:9][N@@:8]2[S:10]([C:13]2[CH:18]=[CH:17][CH:16]=[CH:15][C:14]=2[N+:19]([O-:21])=[O:20])(=[O:12])=[O:11])[O:4][C:3]1=[O:22].[CH3:23][C:24]1([CH3:39])[CH2:29][N:28]([C:30]2[CH:35]=[C:34]([F:36])[CH:33]=[CH:32][C:31]=2[CH3:37])[C:27](=[O:38])[CH2:26][NH:25]1>C1(C)C=CC=CC=1>[CH3:23][C:24]1([CH3:39])[CH2:29][N:28]([C:30]2[CH:35]=[C:34]([F:36])[CH:33]=[CH:32][C:31]=2[CH3:37])[C:27](=[O:38])[CH2:26][N:25]1[CH2:9][C@H:7]([NH:8][S:10]([C:13]1[CH:18]=[CH:17][CH:16]=[CH:15][C:14]=1[N+:19]([O-:21])=[O:20])(=[O:12])=[O:11])[C@@H:5]1[CH2:6][C@@H:2]([CH3:1])[C:3](=[O:22])[O:4]1. Reported procedure: A solution of 844 mg of (3R,5S)-3-methyl-5-[(S)-1-(2-nitrobenzenesulfonyl)aziridin-2-yl]dihydrofuran-2-one obtained in Example (76g) (2.59 mmol) and 733 mg of 5,5-dimethyl-1-(5-fluoro-2-methylphenyl)piperazin-2-one obtained in Example (70d) (3.10 mmol) in toluene (26 ml) was stirred at 110° C. for two hours. After cooling, the reaction mixture was concentrated under reduced pressure, and the residue was purified by silica gel column chromatography (elution solvent:methylene chloride/ethyl acetat... Reactants: CNC(=O)C1CCCN1c1ccc(NC(=NC(=O)OC(C)(C)C)NC(=O)OC(C)(C)C)cc1, ClCCl, O=C(O)C(F)(F)F, [K+], [OH-]. The product is CNC(=O)C1CCCN1c1ccc(NC(=N)N)cc1. RXN SMILES: [C:1]([O:2][C:3]([NH:8][C:9](=[N:10][C:4]([O:5][C:6]([CH3:7])([CH3:11])[CH3:12])=[O:13])[NH:18][c:19]1[cH:20][cH:21][c:22]([N:25]2[CH:26]([C:27](=[O:28])[NH:29][CH3:30])[CH2:31][CH2:32][CH2:33]2)[cH:23][cH:24]1)=[O:14])([CH3:15])([CH3:16])[CH3:17].[Cl:43][CH2:44][Cl:45].[F:34][C:35]([F:36])([F:37])[C:38]([OH:39])=[O:40].[K+:42].[OH-:41]>>[NH:8]=[C:9]([NH2:10])[NH:18][c:19]1[cH:20][cH:21][c:22]([N:25]2[CH:26]([C:27](=[O:28])[NH:29][CH3:30])[CH2:31][CH2:32][CH2:33]2)[cH:23][cH:24]1. Starting materials: [C-]#N, CCc1nc2cc(C(F)(F)F)c(Cl)cc2n1-c1ccc(CCl)cn1, [K+], CN(C)C=O, O. Yields the product CCc1nc2cc(C(F)(F)F)c(Cl)cc2n1-c1ccc(CC#N)cn1. As a reaction SMILES: [C-:25]#[N:26].[Cl:1][c:2]1[c:3]([C:21]([F:22])([F:23])[F:24])[cH:4][c:5]2[c:6]([n:7](-[c:12]3[n:13][cH:14][c:15]([CH2:18][Cl:19])[cH:16][cH:17]3)[c:8]([CH2:10][CH3:11])[n:9]2)[cH:20]1.[K+:27].[O:28]=[CH:29][N:30]([CH3:31])[CH3:32].[OH2:33]>>[Cl:1][c:2]1[c:3]([C:21]([F:22])([F:23])[F:24])[cH:4][c:5]2[c:6]([n:7](-[c:12]3[n:13][cH:14][c:15]([CH2:18][C:25]#[N:26])[cH:16][cH:17]3)[c:8]([CH2:10][CH3:11])[n:9]2)[cH:20]1. The reactants are C1COCCO1, CCOCC, CN1CCNCC1, NS(N)(=O)=O. The product is CN1CCN(S(N)(=O)=O)CC1. RXN SMILES: [CH2:18]1[O:19][CH2:20][CH2:21][O:22][CH2:23]1.[CH3:13][CH2:14][O:15][CH2:16][CH3:17].[CH3:1][N:2]1[CH2:3][CH2:4][NH:5][CH2:6][CH2:7]1.[NH2:8][S:9]([NH2:10])(=[O:11])=[O:12]>>[CH3:1][N:2]1[CH2:3][CH2:4][N:5]([S:9]([NH2:8])(=[O:11])=[O:12])[CH2:6][CH2:7]1.